From a dataset of the Open Reaction Database (ORD), a public repository of structured organic reaction records. describe an organic reaction: reactants, conditions, products, and yield Reactants: CCOC(C)=O, CN(C)C=O, CCN(C(C)C)C(C)C, N#Cc1cccc(OCCNC(=O)c2ccc(N)cc2)c1, O=S(=O)(Cl)Cc1ccccc1. Product: N#Cc1cccc(OCCNC(=O)c2ccc(NS(=O)(=O)Cc3ccccc3)cc2)c1. RXN SMILES: [CH3:42][CH2:43][O:44][C:45](=[O:46])[CH3:47].[CH3:48][N:49]([CH3:50])[CH:51]=[O:52].[CH:22]([N:23]([CH:24]([CH3:25])[CH3:26])[CH2:27][CH3:28])([CH3:29])[CH3:30].[NH2:1][c:2]1[cH:3][cH:4][c:5]([C:6](=[O:7])[NH:8][CH2:9][CH2:10][O:11][c:12]2[cH:13][c:14]([C:18]#[N:19])[cH:15][cH:16][cH:17]2)[cH:20][cH:21]1.[c:31]1([CH2:37][S:38](=[O:39])(=[O:40])[Cl:41])[cH:32][cH:33][cH:34][cH:35][cH:36]1>>[NH:1]([c:2]1[cH:3][cH:4][c:5]([C:6](=[O:7])[NH:8][CH2:9][CH2:10][O:11][c:12]2[cH:13][c:14]([C:18]#[N:19])[cH:15][cH:16][cH:17]2)[cH:20][cH:21]1)[S:38]([CH2:37][c:31]1[cH:32][cH:33][cH:34][cH:35][cH:36]1)(=[O:39])=[O:40]. Yields the product Cc1cc(Br)cnc1NC(=O)C(C)(C)Oc1cc([N+](=O)[O-])ccc1Br. The reactants are CC(C)(Oc1cc([N+](=O)[O-])ccc1Br)C(=O)Cl, C[Si](C)(C)[N-][Si](C)(C)C, [Li+], Cc1cc(Br)cnc1N, [Na+], C1CCOC1, C1CCOC1, O=C(O)CC(O)(CC(=O)O)C(=O)O, O=C([O-])O. As a reaction SMILES: [Br:25][c:26]1[c:27]([O:28][C:29]([C:30](=[O:31])[Cl:32])([CH3:33])[CH3:34])[cH:35][c:36]([N+:39](=[O:40])[O-:41])[cH:37][cH:38]1.[CH3:15][Si:16]([N-:17][Si:18]([CH3:19])([CH3:20])[CH3:21])([CH3:22])[CH3:23].[Li+:24].[NH2:1][c:2]1[n:3][cH:4][c:5]([Br:9])[cH:6][c:7]1[CH3:8].[Na+:55].[O:10]1[CH2:11][CH2:12][CH2:13][CH2:14]1.[O:60]1[CH2:61][CH2:62][CH2:63][CH2:64]1.[OH:42][C:43]([CH2:44][C:45]([C:46](=[O:47])[OH:48])([CH2:49][C:50](=[O:51])[OH:52])[OH:53])=[O:54].[OH:56][C:57](=[O:58])[O-:59]>>[NH:1]([c:2]1[n:3][cH:4][c:5]([Br:9])[cH:6][c:7]1[CH3:8])[C:30]([C:29]([O:28][c:27]1[c:26]([Br:25])[cH:38][cH:37][c:36]([N+:39](=[O:40])[O-:41])[cH:35]1)([CH3:33])[CH3:34])=[O:31]. The reactants are CN1C=2N3C(NC(C2N=C1S(=O)(=O)C)=O)=CC(=N3)OCCOC3=CC=CC=C3 (1-Methyl-2-(methylsulfonyl)-7-(2-phenoxyethoxy)-1H-pyrazolo[5,1-b]purin-4(5H)-one), NiBr2(DME), [BH4-].[Na+] (NaBH4), [BH4-].[Na+] (NaBH4), NiBr2(DME), [BH4-].[Na+] (NaBH4), NiBr2(DME). Solvent: CN1CCCN(C1=O)C (DMPU). Reaction conditions: time 20 hour. Yields the product CN1C=2N3C(NC(C2N=C1)=O)=CC(=N3)OCCOC3=CC=CC=C3 (1-Methyl-7-(2-phenoxyethoxy)-1H-pyrazolo[5,1-b]purin-4(5H)-one). Isolated yield 44.0%. As a reaction SMILES: [CH3:1][N:2]1[C:10](S(C)(=O)=O)=[N:9][C:8]2[C:7](=[O:15])[NH:6][C:5]3=[CH:16][C:17]([O:19][CH2:20][CH2:21][O:22][C:23]4[CH:28]=[CH:27][CH:26]=[CH:25][CH:24]=4)=[N:18][N:4]3[C:3]1=2.[BH4-].[Na+]>CN1C(=O)N(C)CCC1>[CH3:1][N:2]1[CH:10]=[N:9][C:8]2[C:7](=[O:15])[NH:6][C:5]3=[CH:16][C:17]([O:19][CH2:20][CH2:21][O:22][C:23]4[CH:28]=[CH:27][CH:26]=[CH:25][CH:24]=4)=[N:18][N:4]3[C:3]1=2 |f:1.2|. Procedure: A mixture of Example 84 Part B (1.8575 g, 4.60 mmol) and NiBr2(DME) (142 mg, 0.46 mmol) in DMPU (100 mL) was treated with NaBH4 (697 mg, 18.4 mmol) under stirring at room temperature. After 20 h, there was still significant amount of starting material left, therefore more NaBH4 (500 mg, 13.2 mmol) and NiBr2(DME) (1.44 g, 4.67 mmol) were added. Over the subsequent 24 h, additional NaBH4 (2.0 g, 53 mmol) and NiBr2(DME) (2.7 g, 8.75 mmol) were added to push the reaction to completion. The mixture w... Starting materials: Cc1cc(S(C)(=O)=O)ccc1B1OC(C)(C)C(C)(C)O1, COCCOC, CCO, Fc1ccc(Nc2ccc3c(Cl)nncc3c2)cc1, [Na+], [Na+], [Na+], O=C([O-])[O-], O=C([O-])O, O. The product is Cc1cc(S(C)(=O)=O)ccc1-c1nncc2cc(Nc3ccc(F)cc3)ccc12. RXN SMILES: [CH3:20][C:21]1([CH3:22])[C:23]([CH3:24])([CH3:25])[O:26][B:27]([c:28]2[c:29]([CH3:38])[cH:30][c:31]([S:34](=[O:35])(=[O:36])[CH3:37])[cH:32][cH:33]2)[O:39]1.[CH3:46][O:47][CH2:48][CH2:49][O:50][CH3:51].[CH3:58][CH2:59][OH:60].[Cl:1][c:2]1[n:3][n:4][cH:5][c:6]2[cH:7][c:8]([NH:12][c:13]3[cH:14][cH:15][c:16]([F:19])[cH:17][cH:18]3)[cH:9][cH:10][c:11]12.[Na+:40].[Na+:41].[Na+:56].[O-:42][C:43](=[O:44])[O-:45].[O-:52][C:53]([OH:54])=[O:55].[OH2:57]>>[c:2]1(-[c:28]2[c:29]([CH3:38])[cH:30][c:31]([S:34](=[O:35])(=[O:36])[CH3:37])[cH:32][cH:33]2)[n:3][n:4][cH:5][c:6]2[cH:7][c:8]([NH:12][c:13]3[cH:14][cH:15][c:16]([F:19])[cH:17][cH:18]3)[cH:9][cH:10][c:11]12. Reactants: ClC1=NC(=NC=2CCN(CCC21)C2=NC=CC=C2C(F)(F)F)N2CCOCC2 (4-chloro-2-morpholin-4-yl-7-(3-trifluoromethyl-pyridin-2-yl)-6,7,8,9-tetrahydro-5H-pyrimido[4,5-d]azepine), C(C)(C)(C)C1=CC=C(N)C=C1 (4-tert-butylaniline). Solvent: CO (MeOH), CCCCO (n-BuOH). Run at temperature 180 celsius. Product: C(C)(C)(C)C1=CC=C(C=C1)NC1=NC(=NC=2CCN(CCC21)C2=NC=CC=C2C(F)(F)F)N2CCOCC2 ((4-tert-Butyl-phenyl)-[2-morpholin-4-yl-7-(3-trifluoromethyl-pyridin-2-yl)-6,7,8,9-tetrahydro-5H-pyrimido[4,5-d]azepin-4-yl]-amine). The yield is 92.6%. RXN SMILES: Cl[C:2]1[C:12]2[CH2:11][CH2:10][N:9]([C:13]3[C:18]([C:19]([F:22])([F:21])[F:20])=[CH:17][CH:16]=[CH:15][N:14]=3)[CH2:8][CH2:7][C:6]=2[N:5]=[C:4]([N:23]2[CH2:28][CH2:27][O:26][CH2:25][CH2:24]2)[N:3]=1.[C:29]([C:33]1[CH:39]=[CH:38][C:36]([NH2:37])=[CH:35][CH:34]=1)([CH3:32])([CH3:31])[CH3:30]>CCCCO.CO>[C:29]([C:33]1[CH:34]=[CH:35][C:36]([NH:37][C:2]2[C:12]3[CH2:11][CH2:10][N:9]([C:13]4[C:18]([C:19]([F:21])([F:22])[F:20])=[CH:17][CH:16]=[CH:15][N:14]=4)[CH2:8][CH2:7][C:6]=3[N:5]=[C:4]([N:23]3[CH2:28][CH2:27][O:26][CH2:25][CH2:24]3)[N:3]=2)=[CH:38][CH:39]=1)([CH3:32])([CH3:30])[CH3:31]. Procedure details: To a solution of 4-chloro-2-morpholin-4-yl-7-(3-trifluoromethyl-pyridin-2-yl)-6,7,8,9-tetrahydro-5H-pyrimido[4,5-d]azepine (30 mg, 0.08 mmol) in n-BuOH (2 mL) was added 4-tert-butylaniline (23 μL, 0.15 mmol). The mixture was heated in the microwave at 180° C. for 90 min, then was cooled to rt, diluted with MeOH, and filtered through quaternary amine resin, carbonate form (500 mg). The filtrate was concentrated and the residue was purified (FCC) to give the title compound (39 mg, 99%). MS (ESI): ... Reactants: COCCNC(=O)C1=NC2=CC=C(C=C2C(=N1)N[C@@H]1[C@@H](CCCC1)NC(OC(C)(C)C)=O)C (tert-butyl {(1R,2S)-2-[(2-{[(2-methoxyethyl)amino]carbonyl}-6-methylquinazolin-4-yl)amino]cyclohexyl}carbamate), C(C)(=O)OCC.Cl (hydrogen chloride-ethyl acetate), C(C)OCC (diethyl ether). The solvent is C(C)(=O)OCC (ethyl acetate). Conditions: time 48 hour. Yields the product N[C@H]1[C@H](CCCC1)NC1=NC(=NC2=CC=C(C=C12)C)C(=O)NCCOC (4-{[(1S,2R)-2-aminocyclohexyl]amino}-N-(2-methoxyethyl)-6-methylquinazolin-2-carboxamide). The yield is 92.0%. As a reaction SMILES: [CH3:1][O:2][CH2:3][CH2:4][NH:5][C:6]([C:8]1[N:17]=[C:16]([NH:18][C@H:19]2[CH2:24][CH2:23][CH2:22][CH2:21][C@H:20]2[NH:25]C(=O)OC(C)(C)C)[C:15]2[C:10](=[CH:11][CH:12]=[C:13]([CH3:33])[CH:14]=2)[N:9]=1)=[O:7].C(OCC)(=O)C.Cl.C(OCC)C>C(OCC)(=O)C>[NH2:25][C@@H:20]1[CH2:21][CH2:22][CH2:23][CH2:24][C@@H:19]1[NH:18][C:16]1[C:15]2[C:10](=[CH:11][CH:12]=[C:13]([CH3:33])[CH:14]=2)[N:9]=[C:8]([C:6]([NH:5][CH2:4][CH2:3][O:2][CH3:1])=[O:7])[N:17]=1 |f:1.2|. Procedure details: To a suspension of 2.24 g of tert-butyl {(1R,2S)-2-[(2-{[(2-methoxyethyl)amino]carbonyl}-6-methylquinazolin-4-yl)amino]cyclohexyl}carbamate in 10 ml of ethyl acetate, 10 ml of a 4 N hydrogen chloride-ethyl acetate solution was added, and the mixture was stirred at room temperature for 48 hours. To the reaction solution, 20 ml of diethyl ether was added, and the mixture was stirred for 30 minutes. Then, the deposited substance was collected by filtration, washed with diethyl ether and dried under... The reactants are CCOC(=O)CCCCC(=O)O, NC1CCCCC1, O. Product: O=C(O)CCCCC(=O)NC1CCCCC1. Reaction SMILES: [CH2:1]([O:2][C:4]([CH2:5][CH2:6][CH2:7][CH2:8][C:9](=[O:10])[OH:11])=[O:12])[CH3:3].[NH2:13][CH:14]1[CH2:15][CH2:16][CH2:17][CH2:18][CH2:19]1.[OH2:20]>>[C:4]([CH2:5][CH2:6][CH2:7][CH2:8][C:9](=[O:10])[OH:11])(=[O:12])[NH:13][CH:14]1[CH2:15][CH2:16][CH2:17][CH2:18][CH2:19]1. Starting materials: OC1CCCN(Cc2ccnc(F)c2)C1, O=C(O)C1CCCCN1c1nc2ccccc2o1. Product: O=C(OC1CCCN(Cc2ccnc(F)c2)C1)C1CCCCN1c1nc2ccccc2o1. As a reaction SMILES: [F:1][c:2]1[n:3][cH:4][cH:5][c:6]([CH2:8][N:9]2[CH2:10][CH:11]([OH:15])[CH2:12][CH2:13][CH2:14]2)[cH:7]1.[o:16]1[c:17]([N:25]2[CH:26]([C:31](=[O:32])[OH:33])[CH2:27][CH2:28][CH2:29][CH2:30]2)[n:18][c:19]2[c:20]1[cH:21][cH:22][cH:23][cH:24]2>>[F:1][c:2]1[n:3][cH:4][cH:5][c:6]([CH2:8][N:9]2[CH2:10][CH:11]([O:15][C:31]([CH:26]3[N:25]([c:17]4[o:16][c:20]5[c:19]([n:18]4)[cH:24][cH:23][cH:22][cH:21]5)[CH2:30][CH2:29][CH2:28][CH2:27]3)=[O:32])[CH2:12][CH2:13][CH2:14]2)[cH:7]1. Starting materials: CCCC1CN(c2ccc([N+](=O)[O-])cc2C=O)CC(C)O1, CO, O=C1CC(=O)NC(=O)N1. Yields the product CCCC1CN2c3ccc([N+](=O)[O-])cc3CC3(C(=O)NC(=O)NC3=O)C2C(C)O1. Reaction SMILES: [CH3:1][CH:2]1[O:3][CH:4]([CH2:19][CH2:20][CH3:21])[CH2:5][N:6]([c:8]2[c:9]([CH:10]=[O:11])[cH:12][c:13]([N+:16](=[O:17])[O-:18])[cH:14][cH:15]2)[CH2:7]1.[CH3:31][OH:32].[O:22]=[C:23]1[CH2:24][C:25](=[O:26])[NH:27][C:28](=[O:29])[NH:30]1>>[CH3:1][CH:2]1[O:3][CH:4]([CH2:19][CH2:20][CH3:21])[CH2:5][N:6]2[CH:7]1[C:24]1([CH2:10][c:9]3[c:8]2[cH:15][cH:14][c:13]([N+:16](=[O:17])[O-:18])[cH:12]3)[C:23](=[O:22])[NH:30][C:28](=[O:29])[NH:27][C:25]1=[O:26]. Reactants: C(C1=CC=CC=C1)OC1=CC(=NC2=CC(=CC(=C12)Cl)Cl)C(=O)O (4-benzyloxy-5,7-dichloroquinoline-2-carboxylic acid), OCCN1CCCC1 (1-(2-hydroxyethyl) pyrrolidine). The solvent is S(=O)(Cl)Cl (thionyl chloride). Yields the product C(C1=CC=CC=C1)OC1=CC(=NC2=CC(=CC(=C12)Cl)Cl)C(=O)OCCN1CCCC1 (2-(1-pyrrolidinyl)ethyl 4-benzyloxy-5,7-dichloroquinoline-2-carboxylate). As a reaction SMILES: [CH2:1]([O:8][C:9]1[C:18]2[C:13](=[CH:14][C:15]([Cl:20])=[CH:16][C:17]=2[Cl:19])[N:12]=[C:11]([C:21]([OH:23])=[O:22])[CH:10]=1)[C:2]1[CH:7]=[CH:6][CH:5]=[CH:4][CH:3]=1.O[CH2:25][CH2:26][N:27]1[CH2:31][CH2:30][CH2:29][CH2:28]1>S(Cl)(Cl)=O>[CH2:1]([O:8][C:9]1[C:18]2[C:13](=[CH:14][C:15]([Cl:20])=[CH:16][C:17]=2[Cl:19])[N:12]=[C:11]([C:21]([O:23][CH2:25][CH2:26][N:27]2[CH2:31][CH2:30][CH2:29][CH2:28]2)=[O:22])[CH:10]=1)[C:2]1[CH:7]=[CH:6][CH:5]=[CH:4][CH:3]=1. Procedure: Treatment of 4-benzyloxy-5,7-dichloroquinoline-2-carboxylic acid (1 g, Example 33b) with thionyl chloride (10 ml) followed by 1-(2-hydroxyethyl) pyrrolidine (0.43 ml) as described in Example 33c, gave 2-(1-pyrrolidinyl)ethyl 4-benzyloxy-5,7-dichloroquinoline-2-carboxylate (0.7 g). δ (360 MHz, DMSOd6) 1.70 (4H, bs, pyrrolidine-3,4-H), 2.60 (4H, bs, pyrrolidine-2.5-H), 2.88 (2H, t, CH2N), 4.48 (2H, t, CO2CH2), 5.50 (2H, s, OCH2), 7.38 (3H, m, m,p-ArH), 7.58 (2H, d, o-ArH), 7.71 (1H, s, 3-H), 7.86 ...